The task is: describe an organic reaction: reactants, conditions, products, and yield. This data is from the Open Reaction Database (ORD), a public repository of structured organic reaction records. Starting materials: COC([C@@H](NCC(C)(C)SCC1=CC=C(C=C1)OC)CS)=O (N-[2-(4-methoxybenzylthio)-2-methylpropyl]-L-cysteine methyl ester), C(=S)(N1C=NC=C1)N1C=NC=C1 (thiocarbonyldiimidazole). Run in C(Cl)(Cl)Cl (chloroform). Conditions: time 1 hour. The product is COC1=CC=C(CSC(CN2C(SC[C@H]2C(=O)OC)=S)(C)C)C=C1 ((4R)-3-[2-(4-methoxybenzylthio)-2-methylpropyl]-4-methoxycarbonylthiazolidine-2-thione). Isolated yield 90.9%. RXN SMILES: [CH3:1][O:2][C:3](=[O:22])[C@H:4]([CH2:20][SH:21])[NH:5][CH2:6][C:7]([S:10][CH2:11][C:12]1[CH:17]=[CH:16][C:15]([O:18][CH3:19])=[CH:14][CH:13]=1)([CH3:9])[CH3:8].[C:23](N1C=CN=C1)(N1C=CN=C1)=[S:24]>C(Cl)(Cl)Cl>[CH3:19][O:18][C:15]1[CH:14]=[CH:13][C:12]([CH2:11][S:10][C:7]([CH3:9])([CH3:8])[CH2:6][N:5]2[C@H:4]([C:3]([O:2][CH3:1])=[O:22])[CH2:20][S:21][C:23]2=[S:24])=[CH:17][CH:16]=1. Procedure: To a solution of N-[2-(4-methoxybenzylthio)-2-methylpropyl]-L-cysteine methyl ester (5.0 g) in chloroform (90 ml), thiocarbonyldiimidazole (3.0 g) was added and the mixture was stirred for 1 hr at room temperature. The reaction mixture was washed with 3N hydrochloric acid, water and then saturated sodium chloride solution, dried over anhydrous magnesium sulfate, and concentrated in vacuo. The crude product was recrystallized from ethyl acetate to give 5.1 g (91%) of the titled compound. The reactants are CC(C)(C)[Si](C)(C)O[Si](C)(C)C(C)(C)C, CS(=O)(=O)Cl, CC(=O)O, CN(C)c1ccncc1, COc1cc(C(=O)N2CC(CCO)OC2c2ccc(Cl)c(Cl)c2)cc(OC)c1OC, Cl, [Na+], C1CCOC1, O, O=C([O-])O. Product: COc1cc(C(=O)N2CC(CCO)OC2c2ccc(Cl)c(Cl)c2)cc(OC)c1OC, CS(=O)(=O)O. RXN SMILES: [C:1]([Si:2]([O:3][Si:4]([CH3:5])([CH3:6])[C:7]([CH3:8])([CH3:9])[CH3:10])([CH3:11])[CH3:12])([CH3:13])([CH3:14])[CH3:15].[CH3:51][S:52]([Cl:53])(=[O:54])=[O:55].[CH3:57][C:58](=[O:59])[OH:60].[CH3:67][N:68]([CH3:69])[c:70]1[cH:71][cH:72][n:73][cH:74][cH:75]1.[Cl:16][c:17]1[cH:18][c:19]([CH:24]2[O:25][CH:26]([CH2:43][CH2:44][OH:45])[CH2:27][N:28]2[C:29]([c:30]2[cH:31][c:32]([O:40][CH3:41])[c:33]([O:38][CH3:39])[c:34]([O:36][CH3:37])[cH:35]2)=[O:42])[cH:20][cH:21][c:22]1[Cl:23].[ClH:56].[Na+:46].[O:61]1[CH2:62][CH2:63][CH2:64][CH2:65]1.[OH2:66].[OH:47][C:48](=[O:49])[O-:50]>>[Cl:16][c:17]1[cH:18][c:19]([CH:24]2[O:25][CH:26]([CH2:43][CH2:44][OH:45])[CH2:27][N:28]2[C:29]([c:30]2[cH:31][c:32]([O:40][CH3:41])[c:33]([O:38][CH3:39])[c:34]([O:36][CH3:37])[cH:35]2)=[O:42])[cH:20][cH:21][c:22]1[Cl:23].[O:47]=[S:52]([CH3:51])(=[O:54])[OH:55]. Yields the product CC(C)COC=CC(=O)Cl. Reactants: C=COCC(C)C, O=C(Cl)Cl, Cl. Reaction SMILES: [CH:1](=[CH2:2])[O:3][CH2:4][CH:5]([CH3:6])[CH3:7].[Cl:8][C:9]([Cl:10])=[O:11].[ClH:12]>>[CH:1](=[CH:2][C:9]([Cl:8])=[O:11])[O:3][CH2:4][CH:5]([CH3:6])[CH3:7]. The reactants are [Al+3], CC(=O)Cl, CC1(C)CCc2ccccc2O1, [Cl-], [Cl-], [Cl-], ClCCl, O. The product is CC(=O)c1ccc2c(c1)CCC(C)(C)O2. Reaction SMILES: [Al+3:18].[CH3:13][C:14]([Cl:15])=[O:16].[CH3:1][C:2]1([CH3:12])[O:3][c:4]2[cH:5][cH:6][cH:7][cH:8][c:9]2[CH2:10][CH2:11]1.[Cl-:17].[Cl-:19].[Cl-:20].[Cl:22][CH2:23][Cl:24].[OH2:21]>>[CH3:1][C:2]1([CH3:12])[O:3][c:4]2[cH:5][cH:6][c:7]([C:14]([CH3:13])=[O:16])[cH:8][c:9]2[CH2:10][CH2:11]1. The reactants are [N+](=O)([O-])C=1C=C(C=CC1)O (3-nitrophenol), C(CCCCC)I (n-hexyliodide), C([O-])([O-])=O.[K+].[K+] (potassium carbonate), C(C)C(=O)C (ethylmethylketone). The solvent is O (Water). Yields the product C(CCCCC)OC1=CC(=CC=C1)[N+](=O)[O-] (1-(Hexyloxy)-3-nitrobenzene). Reaction SMILES: [N+:1]([C:4]1[CH:5]=[C:6]([OH:10])[CH:7]=[CH:8][CH:9]=1)([O-:3])=[O:2].[CH2:11](I)[CH2:12][CH2:13][CH2:14][CH2:15][CH3:16].C(=O)([O-])[O-].[K+].[K+].C(C(C)=O)C>O>[CH2:11]([O:10][C:6]1[CH:7]=[CH:8][CH:9]=[C:4]([N+:1]([O-:3])=[O:2])[CH:5]=1)[CH2:12][CH2:13][CH2:14][CH2:15][CH3:16] |f:2.3.4|. Procedure details: A mixture of 3-nitrophenol (57.0 g, 0.41 mol), n-hexyliodide (87.0 g, 0.41 mol), potassium carbonate (57.0 g, 0.42 mol) and ethylmethylketone (300 ml) was heated at reflux for 18 h. Water (500 ml) was added and the mixture was extracted with ethyl acetate (2×500 ml). The combined extracts were washed with 8% aqueous sodium bicarbonate (2×250 ml) and brine (250 ml) and then dried (MgSO4) and evaporated to afford a dark brown liquid. Distillation under reduced pressure gave the ether (Intermediate... Starting materials: S(O)(O)(=O)=O (Sulphuric acid), OCC1NCC2=CC=CC=C2C1 ((RS)-3-hydroxymethyl-1,2,3,4-tetrahydroisoquinoline). Solvent: O (water), O (water). Yields the product OS(=O)(=O)OCC1NCC2=CC=CC=C2C1 ((RS)-3-hydroxysulphonyloxymethyl-1,2,3,4-tetrahydroisoquinoline). RXN SMILES: [S:1](=[O:5])(=[O:4])([OH:3])[OH:2].O[CH2:7][CH:8]1[CH2:17][C:16]2[C:11](=[CH:12][CH:13]=[CH:14][CH:15]=2)[CH2:10][NH:9]1>O>[OH:4][S:1]([O:3][CH2:7][CH:8]1[CH2:17][C:16]2[C:11](=[CH:12][CH:13]=[CH:14][CH:15]=2)[CH2:10][NH:9]1)(=[O:2])=[O:5]. Reported procedure: 34 N Sulphuric acid (d=1.83; 36.8 cc) is added, over a period of a few minutes, to a suspension of (RS)-3-hydroxymethyl-1,2,3,4-tetrahydroisoquinoline (106 g) in water (226 cc). The temperature rises to 60° C. and the solid goes into solution. The mixture is heated at 100°-110° C. whilst water is distilled off, and then at 160° C. whilst concentrating under reduced pressure (20 mm Hg). The concentration process is concluded under a pressure of 1mm Hg. The residue crystallises on cooling. Crude (...